From a dataset of the Open Reaction Database (ORD), a public repository of structured organic reaction records. describe an organic reaction: reactants, conditions, products, and yield The reactants are CCO, CC1(C)CON(Cc2cc([N+](=O)[O-])c(F)cc2Cl)C1=O, O=[Pt]. Yields the product CC1(C)CON(Cc2cc(N)c(F)cc2Cl)C1=O. As a reaction SMILES: [CH3:21][CH2:22][OH:23].[Cl:1][c:2]1[c:3]([CH2:12][N:13]2[O:14][CH2:15][C:16]([CH3:19])([CH3:20])[C:17]2=[O:18])[cH:4][c:5]([N+:9]([O-:10])=[O:11])[c:6]([F:8])[cH:7]1.[Pt:24]=[O:25]>>[Cl:1][c:2]1[c:3]([CH2:12][N:13]2[O:14][CH2:15][C:16]([CH3:19])([CH3:20])[C:17]2=[O:18])[cH:4][c:5]([NH2:9])[c:6]([F:8])[cH:7]1. Starting materials: FC1=CC=C(C=C[N+](=O)[O-])C=C1 (4-fluoro-β-nitrostyrene), [Cl-].[NH4+] (ammonium chloride), C(C)(C)NC(C)C (diisopropylamine), solution, C(CCC)[Li] (n-butyllithium), C(C)OP(=O)(C)C(OCC)OCC (ethyl(diethoxymethyl)methylphosphinate). Run in O1CCCC1 (tetrahydrofuran), O1CCCC1 (tetrahydrofuran), CCCCCC (hexane), O1CCCC1 (tetrahydrofuran). Run at time 10 minute. Product: FC1=CC=C(C=C1)C(CP(OCC)(=O)C(OCC)OCC)C[N+](=O)[O-] (ethyl 2-(4-fluorophenyl)-3-nitropropyl(diethoxymethyl)phosphinate). RXN SMILES: C(NC(C)C)(C)C.C([Li])CCC.[CH2:13]([O:15][P:16]([CH:19]([O:23][CH2:24][CH3:25])[O:20][CH2:21][CH3:22])([CH3:18])=[O:17])[CH3:14].[F:26][C:27]1[CH:37]=[CH:36][C:30]([CH:31]=[CH:32][N+:33]([O-:35])=[O:34])=[CH:29][CH:28]=1.[Cl-].[NH4+]>O1CCCC1.CCCCCC>[F:26][C:27]1[CH:28]=[CH:29][C:30]([CH:31]([CH2:32][N+:33]([O-:35])=[O:34])[CH2:18][P:16]([CH:19]([O:23][CH2:24][CH3:25])[O:20][CH2:21][CH3:22])(=[O:17])[O:15][CH2:13][CH3:14])=[CH:36][CH:37]=1 |f:4.5|. Procedure details: To a solution of 5.8 g of diisopropylamine in 40 ml of tetrahydrofuran at -78° C. under an atmosphere of nitrogen are added 35.7 ml of a 1.6M solution of n-butyllithium in hexane. This solution is then stirred for a period of 10 minutes at this temperature, after which time a solution of 10.0 g of ethyl(diethoxymethyl)methylphosphinate in 20 ml of tetrahydrofuran is added. This mixture is then stirred for a period of 1 hour at -78° C. after which time a solution of 7.96 g of 4-fluoro-β-nitrostyr... Procedure details: 3,4-dimethoxyphenylsulfonyl chloride (2.3 mmol) was dissolved in acetone (60 mL), and then NaI (3.4 g, 23 mmol) and fluoroacetic anhydride (1.45 mL, 6.9 mmol) were added and the mixture was stirred at room temperature for one hour. The reaction solution was concentrated, water was added, extraction was performed with ether and the organic layer was further washed with aqueous sodium thiosulfate, water and saturated saline. After drying over magnesium sulfate and vacuum concentration, the residue... Isolated yield 58.0%. Run in CC(=O)C (acetone). Reactants: COC=1C=C(C=CC1OC)S(=O)(=O)Cl (3,4-dimethoxyphenylsulfonyl chloride), [Na+].[I-] (NaI), FCC(=O)OC(CF)=O (fluoroacetic anhydride). Reaction conditions: time 1 hour. RXN SMILES: [CH3:1][O:2][C:3]1[CH:4]=[C:5]([S:11](Cl)(=O)=O)[CH:6]=[CH:7][C:8]=1[O:9][CH3:10].[Na+].[I-].FC[C:19]([O:21][C:22](=O)[CH2:23]F)=O>CC(C)=O>[CH3:1][O:2][C:3]1[CH:4]=[C:5]([S:11][S:11][C:5]2[CH:6]=[CH:23][C:22]([O:21][CH3:19])=[C:3]([O:2][CH3:1])[CH:4]=2)[CH:6]=[CH:7][C:8]=1[O:9][CH3:10] |f:1.2|. Product: COC=1C=C(C=CC1OC)SSC1=CC(=C(C=C1)OC)OC (3,4-dimethoxyphenyldisulfide), compound.